Dataset: the Open Reaction Database (ORD), a public repository of structured organic reaction records. Task: describe an organic reaction: reactants, conditions, products, and yield The reactants are C(#N)C=1C=C(C=CC1)O (3-cyanophenol), CS(=O)(=O)OC1CN(C1)C(=O)OC(C)(C)C (tert-butyl 3-[(methylsulfonyl)oxy]azetidine-1-carboxylate), C(=O)([O-])[O-].[Cs+].[Cs+] (Cs2CO3). The solvent is CN(C)C=O (DMF), [Cl-].[Na+].O (Brine). Reaction conditions: temperature 80 celsius. Yields the product C(#N)C=1C=C(OC2CN(C2)C(=O)OC(C)(C)C)C=CC1 (tert-butyl 3-(3-cyanophenoxy)azetidine-1-carboxylate). The yield is 48.1%. Reaction SMILES: [C:1]([C:3]1[CH:4]=[C:5]([OH:9])[CH:6]=[CH:7][CH:8]=1)#[N:2].CS(O[CH:15]1[CH2:18][N:17]([C:19]([O:21][C:22]([CH3:25])([CH3:24])[CH3:23])=[O:20])[CH2:16]1)(=O)=O.C([O-])([O-])=O.[Cs+].[Cs+]>CN(C=O)C.[Cl-].[Na+].O>[C:1]([C:3]1[CH:4]=[C:5]([CH:6]=[CH:7][CH:8]=1)[O:9][CH:15]1[CH2:16][N:17]([C:19]([O:21][C:22]([CH3:25])([CH3:24])[CH3:23])=[O:20])[CH2:18]1)#[N:2] |f:2.3.4,6.7.8|. Procedure: 3-cyanophenol (284 mg, 2.38 mmol, 1.2 eq) is added to a mixture of tert-butyl 3-[(methylsulfonyl)oxy]azetidine-1-carboxylate (500 mg, 1.99 mmol, 1 eq) and Cs2CO3 (2.27 g, 6.96 mmol, 3.5 eq) in DMF (20 ml). The reaction is heated overnight at 80° C., then cooled to room temperature. Brine (100 ml) is added and the mixture is extracted twice with diethyl ether. The combined organic phases are washed with brine, dried over MgSO4 and evaporated under reduced pressure. The residue is purified by basi... Reactants: CNC (dimethylamine), solution, ClCCCC1C(N(C2=CC=C(C=C2C1)[N+](=O)[O-])CC1=CC=C(C=C1)OC)=O (3-(3-chloropropyl)-1-(4-methoxybenzyl)-6-nitro-3,4-dihydroquinolin-2(1H)-one), [I-].[Na+] (sodium iodide), C([O-])([O-])=O.[K+].[K+] (potassium carbonate). The solvent is C1CCOC1 (THF), C(C)#N (acetonitrile). Conditions: temperature 80 celsius. The product is CN(CCCC1C(N(C2=CC=C(C=C2C1)[N+](=O)[O-])CC1=CC=C(C=C1)OC)=O)C (3-(3-(dimethylamino)propyl)-1-(4-methoxybenzyl)-6-nitro-3,4-dihydroquinolin-2(1H)-one). RXN SMILES: Cl[CH2:2][CH2:3][CH2:4][CH:5]1[CH2:14][C:13]2[C:8](=[CH:9][CH:10]=[C:11]([N+:15]([O-:17])=[O:16])[CH:12]=2)[N:7]([CH2:18][C:19]2[CH:24]=[CH:23][C:22]([O:25][CH3:26])=[CH:21][CH:20]=2)[C:6]1=[O:27].[I-].[Na+].C(=O)([O-])[O-].[K+].[K+].[CH3:36][NH:37][CH3:38]>C(#N)C.C1COCC1>[CH3:36][N:37]([CH3:38])[CH2:2][CH2:3][CH2:4][CH:5]1[CH2:14][C:13]2[C:8](=[CH:9][CH:10]=[C:11]([N+:15]([O-:17])=[O:16])[CH:12]=2)[N:7]([CH2:18][C:19]2[CH:24]=[CH:23][C:22]([O:25][CH3:26])=[CH:21][CH:20]=2)[C:6]1=[O:27] |f:1.2,3.4.5|. Procedure details: A suspension of 3-(3-chloropropyl)-1-(4-methoxybenzyl)-6-nitro-3,4-dihydroquinolin-2(1H)-one (120 mg, 0.31 mmol), sodium iodide (47 mg, 0.31 mmol) and potassium carbonate in 3 mL acetonitrile was treated with dimethylamine in THF (0.3 mL of a 2M solution, 0.62 mmol). The mixture was heated at 80° C. in a sealed tube for 22 hours. The reaction was cooled to room temperature then filtered through a pad of celite. The filter pad was rinsed with methanol and the filtrate was concentrated to give a b... Reactants: C(C)(=O)C=1C(=CC=C2C(C(=C(OC12)C(C)C)C1=CC=C(C=C1)Cl)=O)OS(=O)(=O)C1=C(C=C(C=C1C)C)C (2,4,6-Trimethylbenzenesulfonic acid 8-acetyl-3-(4-chlorophenyl)-2-isopropyl-4oxo-4H-chromen-7-yl ester), O.NN (Hydrazine hydrate), C(C)(=O)[O-].[NH4+] (ammonium acetate), S(=O)(=O)([O-])[O-].[Mg+2] (magnesium sulfate). The solvent is C1(=CC=CC=C1)C (toluene), C(C)O (ethanol), O (water). Conditions: temperature 140 celsius. Yields the product ClC1=CC=C(C=C1)C=1C(C=2C(=C3C(=NNC3=CC2)C)OC1C(C)C)=O (3-(4-Chlorophenyl)-2-isopropyl-9-methyl-7H-pyrano[2,3-e]indazol-4-one). RXN SMILES: [C:1]([C:4]1[C:5](OS(C2C(C)=CC(C)=CC=2C)(=O)=O)=[CH:6][CH:7]=[C:8]2[C:13]=1[O:12][C:11]([CH:14]([CH3:16])[CH3:15])=[C:10]([C:17]1[CH:22]=[CH:21][C:20]([Cl:23])=[CH:19][CH:18]=1)[C:9]2=[O:24])(=O)[CH3:2].C([O-])(=O)C.[NH4+:42].S([O-])([O-])(=O)=O.[Mg+2].O.[NH2:50]N>C1(C)C=CC=CC=1.O.C(O)C>[Cl:23][C:20]1[CH:21]=[CH:22][C:17]([C:10]2[C:9](=[O:24])[C:8]3[C:13]([O:12][C:11]=2[CH:14]([CH3:15])[CH3:16])=[C:4]2[C:5](=[CH:6][CH:7]=3)[NH:50][N:42]=[C:1]2[CH3:2])=[CH:18][CH:19]=1 |f:1.2,3.4,5.6|. Reported procedure: 2,4,6-Trimethylbenzenesulfonic acid 8-acetyl-3-(4-chlorophenyl)-2-isopropyl-4oxo-4H-chromen-7-yl ester (470 mg, 0.87 mmol), ammonium acetate (339 mg, 4.4 mmol) and magnesium sulfate (530 mg, 4.4 mmol) are dissolved/suspended in toluene (7 ml) and ethanol (7 ml) in a 20 ml capacity microwave tube. Hydrazine hydrate (0.136 ml, 4.4 mmol) is added, the tube is sealed, and the mixture is heated at 140° C. under microwave irradiation for 2 h. The reaction mixture is then poured into water (20 ml) and ... Starting materials: ClC[Si]1(CCCC1)C (1-chloromethyl-1-methyl-1-silacyclopentane), C(#N)CC(=O)OCC (ethyl cyanoacetate), [I-].[K+] (potassium iodide), C([O-])([O-])=O.[K+].[K+] (potassium carbonate), [Cl-].[NH4+] (ammonium chloride). Solvent: C(C)#N (acetonitrile). Run at time 38 hour. Product: C[Si]1(CCCC1)CCC(C(=O)OCC)C#N (ethyl 3-[(1-methyl-1-silacyclopentan-1-yl)methyl]-2-cyanopropionate). Yield: 59.9%. Reaction SMILES: Cl[CH2:2][Si:3]1([CH3:8])[CH2:7][CH2:6][CH2:5][CH2:4]1.[C:9]([CH2:11][C:12]([O:14][CH2:15][CH3:16])=[O:13])#[N:10].[I-].[K+].[C:19](=O)([O-])[O-].[K+].[K+].[Cl-].[NH4+]>C(#N)C>[CH3:8][Si:3]1([CH2:2][CH2:19][CH:11]([C:9]#[N:10])[C:12]([O:14][CH2:15][CH3:16])=[O:13])[CH2:7][CH2:6][CH2:5][CH2:4]1 |f:2.3,4.5.6,7.8|. Procedure details: A solution of 1-chloromethyl-1-methyl-1-silacyclopentane (1.500 g, 10.1 mmol) and ethyl cyanoacetate (1.29 ml, 12.1 mmol) in acetonitrile (25 ml) was added with potassium iodide (2.01 g, 12.1 mmol) and potassium carbonate (2.09 g, 15.1 mmol), and the mixture was stirred for 38 hours under reflux by heating. The reaction vessel was cooled on ice, the reaction mixture was added with saturated aqueous ammonium chloride, and the mixture was extracted with ethyl acetate. The organic layer was treated...